describe an organic reaction: reactants, conditions, products, and yield From a dataset of the Open Reaction Database (ORD), a public repository of structured organic reaction records. Reactants: [N+](=O)([O-])C1=CC=C(C=C1)CCO (2-(4-nitrophenyl)ethanol), C1(=CC=CC=C1)P(C1=CC=CC=C1)C1=CC=CC=C1 (triphenylphosphine), N1C=NC=C1 (imidazole), II (iodine). Solvent: C(Cl)Cl (DCM). The product is ICCC1=CC=C(C=C1)[N+](=O)[O-] (1-(2-Iodoethyl)-4-nitrobenzene). As a reaction SMILES: C1(P(C2C=CC=CC=2)C2C=CC=CC=2)C=CC=CC=1.N1C=CN=C1.[I:25]I.[N+:27]([C:30]1[CH:35]=[CH:34][C:33]([CH2:36][CH2:37]O)=[CH:32][CH:31]=1)([O-:29])=[O:28]>C(Cl)Cl>[I:25][CH2:37][CH2:36][C:33]1[CH:34]=[CH:35][C:30]([N+:27]([O-:29])=[O:28])=[CH:31][CH:32]=1. Reported procedure: To a 0° C. solution of triphenylphosphine (1.9 g, 7.2 mmol) and imidazole (489 mg, 7.18 mmol) in DCM (20 ml) was added iodine (1822 mg, 7.18 mmol) to form a solution. Small portions of 2-(4-nitrophenyl)ethanol (1.0 g, 6.0 mmol) was added to the suspension. TLC showed conversion to the desired product quickly. Hexane was added to the reaction to precipitate side products which were filtered off. The filtrate was concentrated in vacuo to obtain crude 1-(2-iodoethyl)-4-nitrobenzene, which was purif...